Dataset: the Open Reaction Database (ORD), a public repository of structured organic reaction records. Task: describe an organic reaction: reactants, conditions, products, and yield Starting materials: COCO[C@H]1CC[C@H]2[C@@H]3C[C@H]4[C@](C[C@H]3CC[C@@H]2C1)([C@H](CC4)C#N)C ((3S,4aR,6aR,7aS,8S,10aS,11aR,11bR)-Hexadecahydro-3-(methoxymethoxy)-7a-methyl-cyclopenta[b]phenanthrene-8-carbonitrile), Cl (HCl). Run in CO (methanol), ClCCl (dichloromethane). Reaction conditions: time 14 hour. The product is O[C@H]1CC[C@H]2[C@@H]3C[C@H]4[C@](C[C@H]3CC[C@@H]2C1)([C@H](CC4)C#N)C ((3S,4aR,6aR,7aS,8S,10aS,11aR,11bR)-Hexadecahydro-3-hydroxy-7a-methyl-cyclopenta[b]phenanthrene-8-carbonitrile). Yield: 93.9%. RXN SMILES: COC[O:4][C@@H:5]1[CH2:18][C@@H:17]2[C@H:8]([C@H:9]3[C@H:14]([CH2:15][CH2:16]2)[CH2:13][C@:12]2([CH3:24])[C@@H:19]([C:22]#[N:23])[CH2:20][CH2:21][C@H:11]2[CH2:10]3)[CH2:7][CH2:6]1.Cl>CO.ClCCl>[OH:4][C@@H:5]1[CH2:18][C@@H:17]2[C@H:8]([C@H:9]3[C@H:14]([CH2:15][CH2:16]2)[CH2:13][C@:12]2([CH3:24])[C@@H:19]([C:22]#[N:23])[CH2:20][CH2:21][C@H:11]2[CH2:10]3)[CH2:7][CH2:6]1. Procedure: To compound 9 (165 mg, 0.5 mmol) in methanol (9 mL) and dichloromethane (3 mL) was added 6 N HCl (10 ml) at room temperature. After 14 h, the product was extracted into EtOAc (50 mL×2). The combined extracts were dried, filtered, and concentrated. The residue was purified by flash column chromatography (silica gel eluted with 25% EtOAc in hexanes) to afford compound 10 (135 mg, 94%): mp 162-164° C.; [α]D20 +33.9 (c 0.31, CHCl3); 1H NMR (CDCl3) δ 4.06 (s, br, 1H), 0.86 (s, 3H); 13C NMR (CDCl3) δ ... The reactants are NCCCCN, Nc1cc(F)ccc1NC(=O)c1ccc(Cl)nc1. As a reaction SMILES: [CH2:19]([CH2:20][CH2:21][CH2:22][NH2:23])[NH2:24].[NH2:1][c:2]1[c:3]([NH:9][C:10]([c:11]2[cH:12][n:13][c:14]([Cl:17])[cH:15][cH:16]2)=[O:18])[cH:4][cH:5][c:6]([F:8])[cH:7]1>>[NH2:1][c:2]1[c:3]([NH:9][C:10]([c:11]2[cH:12][n:13][c:14]([NH:23][CH2:22][CH2:21][CH2:20][CH2:19][NH2:24])[cH:15][cH:16]2)=[O:18])[cH:4][cH:5][c:6]([F:8])[cH:7]1. Yields the product NCCCCNc1ccc(C(=O)Nc2ccc(F)cc2N)cn1. The yield is 9.6%. Reported procedure: A solution of tert-butyl (1S,2R)-2-(4-(1-methyl-1H-pyrazol-4-yl)-3-oxo-2,3-dihydro-1H-pyrrolo[3,4-c]pyridin-6-ylamino)cyclohexylcarbamate (150 mg, 0.352 mmol) and SELECTFLUOR® (150 mg, 0.422 mmol) in DCM (1 mL) and MeOH (1 mL) was stirred at RT overnight. Water was subsequently added and the mixture was extracted with CHCl3 (3×). The organic phases were combined, washed with brine, dried over MgSO4, and evaporated. The residue was purified by preparative HPLC to give the title compound (15 mg, 9... Reaction SMILES: [CH3:1][N:2]1[CH:6]=[C:5]([C:7]2[C:12]3[C:13](=[O:16])[NH:14][CH2:15][C:11]=3[CH:10]=[C:9]([NH:17][C@@H:18]3[CH2:23][CH2:22][CH2:21][CH2:20][C@@H:19]3[NH:24][C:25](=[O:31])[O:26][C:27]([CH3:30])([CH3:29])[CH3:28])[N:8]=2)[CH:4]=[N:3]1.[B-](F)(F)(F)[F:33].[B-](F)(F)(F)F.C1[N+]2(CCl)CC[N+](F)(CC2)C1.CO.O>C(Cl)Cl>[F:33][C:10]1[C:11]2[CH2:15][NH:14][C:13](=[O:16])[C:12]=2[C:7]([C:5]2[CH:4]=[N:3][N:2]([CH3:1])[CH:6]=2)=[N:8][C:9]=1[NH:17][C@@H:18]1[CH2:23][CH2:22][CH2:21][CH2:20][C@@H:19]1[NH:24][C:25](=[O:31])[O:26][C:27]([CH3:28])([CH3:30])[CH3:29] |f:1.2.3|. Product: FC=1C2=C(C(=NC1N[C@H]1[C@H](CCCC1)NC(OC(C)(C)C)=O)C=1C=NN(C1)C)C(NC2)=O (tert-Butyl (1S,2R)-2-(7-fluoro-4-(1-methyl-1H-pyrazol-4-yl)-3-oxo-2,3-dihydro-1H-pyrrolo[3,4-c]pyridin-6-ylamino)cyclohexylcarbamate). Run in C(Cl)Cl (DCM). The reactants are O (Water), CN1N=CC(=C1)C1=NC(=CC2=C1C(NC2)=O)N[C@H]2[C@H](CCCC2)NC(OC(C)(C)C)=O (tert-butyl (1S,2R)-2-(4-(1-methyl-1H-pyrazol-4-yl)-3-oxo-2,3-dihydro-1H-pyrrolo[3,4-c]pyridin-6-ylamino)cyclohexylcarbamate), [B-](F)(F)(F)F.[B-](F)(F)(F)F.C1C[N+]2(CC[N+]1(CC2)CCl)F (SELECTFLUOR), CO (MeOH). Reactants: S(=O)(Cl)Cl (thionyl chloride), O=C1NC2=CC=CC=C2C(=C1)CC(=O)O (2-oxo-1,2-dihydro-4-quinolineacetic acid), CCOCC (ether). The solvent is CO (methanol), CO (methanol). Run at time 8 hour. Yields the product O=C1NC2=CC=CC=C2C(=C1)CC(=O)OC (methyl 2-oxo-1,2-dihydro-4-quinolineacetate). Yield: 80.0%. Reaction SMILES: S(Cl)(Cl)=O.[O:5]=[C:6]1[CH:15]=[C:14]([CH2:16][C:17]([OH:19])=[O:18])[C:13]2[C:8](=[CH:9][CH:10]=[CH:11][CH:12]=2)[NH:7]1.[CH3:20]COCC>CO>[O:5]=[C:6]1[CH:15]=[C:14]([CH2:16][C:17]([O:19][CH3:20])=[O:18])[C:13]2[C:8](=[CH:9][CH:10]=[CH:11][CH:12]=2)[NH:7]1. Procedure: 95 g (0.8 mol) of thionyl chloride are added dropwise in the course of approximately 1 h to a stirred suspension of 60 g (0.295 mol) of 2-oxo-1,2-dihydro-4-quinolineacetic acid in 1 1 of methanol. The mixture is left overnight. The solvent is driven off and the residue obtained is dissolved in 300 ml of boiling methanol. After the mixture is cooled, 300 ml of ether are added. The solid is drained and then recrystallized in methanol. 51.5 g (80%) of methyl 2-oxo-1,2-dihydro-4-quinolineacetate, me... The reactants are BrC1=C(C=CC=C1)O (bromophenol), BrC=1C2=CC=CC=C2C=C2C=CC=CC12 (9-bromoanthracene). The reagents and catalysts are CC(C)([P](C(C)(C)C)([Pd][P](C(C)(C)C)(C(C)(C)C)C(C)(C)C)C(C)(C)C)C (Pd(PtBu3)2), [Cl-].[Cl-].[Zn+2] (ZnCl2). Run in CCOCC (Et2O), CCCCCC (hexane). Conditions: temperature -30 celsius, time 20 minute. Yields the product C1=CC=CC2=CC3=CC=CC=C3C=C12 (Anthracene). Reaction SMILES: Br[C:2]1[C:3]2[C:8]([CH:9]=[C:10]3[C:15]=1[CH:14]=[CH:13][CH:12]=[CH:11]3)=[CH:7][CH:6]=[CH:5][CH:4]=2.BrC1C=CC=CC=1O>CCOCC.CCCCCC.[Cl-].[Cl-].[Zn+2].CC(C)([P](C(C)(C)C)([Pd][P](C(C)(C)C)(C(C)(C)C)C(C)(C)C)C(C)(C)C)C>[CH:4]1[C:3]2[C:8](=[CH:9][C:10]3[C:15]([CH:2]=2)=[CH:14][CH:13]=[CH:12][CH:11]=3)[CH:7]=[CH:6][CH:5]=1 |f:4.5.6,^1:40,46|. Reported procedure: A solution of 9-bromoanthracene (0.67 g, 2.6 mmol, 1.2 eq) in dry Et2O (13 mL) under N2 was cooled to −30° C. and nBuli (1.6 M in hexane, 1.6 mL, 2.6 mmol, 1.2 eq) was added dropwise. The solution was stirred for 20 min. at −30° C. followed by dropwise addition of ZnCl2 (0.50 M in THF, 5.2 mL, 2.6 mmol, 1.2 eq). The reaction was stirred and warmed to RT over 30 min. The volatiles were removed under N2 purge and the residue was redissolved in 3:1 THF/NMP (11 mL). The MOM-protected bromophenol (2.... Isolated yield 66.2%. Product: BrC1=CC(=C(OCC2CN(CCC2)C)C(=C1)C)C (3-(4-bromo-2,6-dimethylphenoxymethyl)-1-methylpiperidine). Reported procedure: 3-Hydroxymethyl-1-methylpiperidine (0.4 mL, 3.14 mmol) and triphenylphosphine (1.01 g, 3.85 mmol) were added to a solution of 4-bromo-2,6-dimethylphenol (517 mg, 2.57 mmol) in tetrahydrofuran (10 mL) at 0° C. under dry nitrogen, followed by the dropwise addition of diethyl azodicarboxylate (0.57 mL, 3.60 mmol). The mixture was stirred at 0° C. for 4 hours and the solvent removed in vacuo. The residue was purified on silica gel, eluting with 5% methanol in dichloromethane containing 0.25% ammoniu... Run at temperature 0 celsius, time 4 hour. Run in O1CCCC1 (tetrahydrofuran). As a reaction SMILES: [OH:1][CH2:2][CH:3]1[CH2:8][CH2:7][CH2:6][N:5]([CH3:9])[CH2:4]1.C1(P(C2C=CC=CC=2)C2C=CC=CC=2)C=CC=CC=1.[Br:29][C:30]1[CH:35]=[C:34]([CH3:36])[C:33](O)=[C:32]([CH3:38])[CH:31]=1.N(C(OCC)=O)=NC(OCC)=O>O1CCCC1>[Br:29][C:30]1[CH:35]=[C:34]([CH3:36])[C:33]([O:1][CH2:2][CH:3]2[CH2:8][CH2:7][CH2:6][N:5]([CH3:9])[CH2:4]2)=[C:32]([CH3:38])[CH:31]=1. The reactants are N(=NC(=O)OCC)C(=O)OCC (diethyl azodicarboxylate), OCC1CN(CCC1)C (3-Hydroxymethyl-1-methylpiperidine), C1(=CC=CC=C1)P(C1=CC=CC=C1)C1=CC=CC=C1 (triphenylphosphine), BrC1=CC(=C(C(=C1)C)O)C (4-bromo-2,6-dimethylphenol). Reactants: C(C)(=O)OC(C)=O (Acetic anhydride), OC1C2OC2(CC2OC(C(C2C2OC(C(C1N1CCC(CC1)C)=C2)=O)C)=O)C (11-hydroxy-3,8-dimethyl-12-(4-methylpiperidino)-5,9,15-trioxatetracyclo[11.2.1.02,6.08,10]hexadec-13(16)-ene-4,14-dione), O (water). Run in N1=CC=CC=C1 (pyridine). Reaction conditions: time 20 hour. Product: C(C)(=O)OC1C2OC2(CC2OC(C(C2C2OC(C(C1N1CCC(CC1)C)=C2)=O)C)=O)C (3,8-dimethyl-12-(4-methylpiperidino)-4,14-dioxo-5,9,15-trioxatetracyclo[11.2.1.02,6.08,10]hexadec-13(16)-en-11-yl acetate). Yield: 36.9%. RXN SMILES: [C:1]([O:4][C:5](=[O:7])[CH3:6])(=O)[CH3:2].OC1[CH:23]([N:24]2[CH2:29][CH2:28][CH:27]([CH3:30])[CH2:26][CH2:25]2)[C:22]2=[CH:31][CH:19]([O:20][C:21]2=[O:32])[CH:18]2[CH:14]([O:15][C:16](=[O:34])[CH:17]2[CH3:33])[CH2:13][C:12]2(C)[CH:10]1[O:11]2.O>N1C=CC=CC=1>[C:5]([O:4][CH:1]1[CH:23]([N:24]2[CH2:25][CH2:26][CH:27]([CH3:30])[CH2:28][CH2:29]2)[C:22]2=[CH:31][CH:19]([O:20][C:21]2=[O:32])[CH:18]2[CH:14]([O:15][C:16](=[O:34])[CH:17]2[CH3:33])[CH2:13][C:12]2([CH3:10])[CH:2]1[O:11]2)(=[O:7])[CH3:6]. Procedure details: Acetic anhydride (150 μmol; 15 μl) is added to a solution of the compound of Example 9 (100 μmol; 40 mg) in pyridine (0.5 ml). The solution obtained is stirred for 20 hours then the reaction mass is poured into water. The aqueous phase is extracted twice with ethyl acetate and the organic phase obtained is washed with water then with a solution of sodium chloride. The organic phase is dried over magnesium sulphate, filtered then evaporated. The residue is eluted on silica with a mixture of isopr... Reactants: CC=1C(=NC=C(C1)C)CN(CCCCN)CC1=NC=CC=C1C(C)C (N1-(3,5-Dimethyl-pyridin-2-ylmethyl)-N1-{3-isopropyl-pyridin-2-ylmethyl}-butane-1,4-diamine), C[Si](C)(C)N=C=O (trimethylsilyl-isocyanate), resultant solution. Run in CC(C)O (2-propanol). The product is CC=1C(=NC=C(C1)C)CN(CCCCNC(=O)N)CC1=NC=CC=C1C(C)C ({4-[(3,5-Dimethyl-pyridin-2-ylmethyl)-(3-isopropyl-pyridin-2-ylmethyl)-amino]-butyl}-urea). Isolated yield 64.6%. As a reaction SMILES: [CH3:1][C:2]1[C:3]([CH2:9][N:10]([CH2:16][C:17]2[C:22]([CH:23]([CH3:25])[CH3:24])=[CH:21][CH:20]=[CH:19][N:18]=2)[CH2:11][CH2:12][CH2:13][CH2:14][NH2:15])=[N:4][CH:5]=[C:6]([CH3:8])[CH:7]=1.C[Si]([N:30]=[C:31]=[O:32])(C)C>CC(O)C>[CH3:1][C:2]1[C:3]([CH2:9][N:10]([CH2:16][C:17]2[C:22]([CH:23]([CH3:25])[CH3:24])=[CH:21][CH:20]=[CH:19][N:18]=2)[CH2:11][CH2:12][CH2:13][CH2:14][NH:15][C:31]([NH2:30])=[O:32])=[N:4][CH:5]=[C:6]([CH3:8])[CH:7]=1. Procedure: To a solution of N1-(3,5-Dimethyl-pyridin-2-ylmethyl)-N1-{3-isopropyl-pyridin-2-ylmethyl}-butane-1,4-diamine (78 mg, 0.23 mmol) in 2-propanol (2 mL) was added trimethylsilyl-isocyanate (32 μL, 0.24 mmol). The resultant solution was stirred at room temperature overnight then concentrated. Purification of the crude material by radial chromatography on silica gel (1 mm plate, 20:1:1 CH2Cl2-MeOH—NH4OH) provided 57 mg (64%) of the free base of the title compound as a white solid. Starting materials: Nc1cccc(Br)c1, CC(=O)O[BH-](OC(C)=O)OC(C)=O, CC(=O)O, CC(Cl)Cl, O=Cc1cccc(OC(F)(F)F)c1, [Na+]. Yields the product FC(F)(F)Oc1cccc(CNc2cccc(Br)c2)c1. RXN SMILES: [Br:1][c:2]1[cH:3][c:4]([NH2:5])[cH:6][cH:7][cH:8]1.[C:22]([O:23][BH-:24]([O:25][C:26](=[O:27])[CH3:28])[O:29][C:30](=[O:31])[CH3:32])(=[O:33])[CH3:34].[CH3:36][C:37](=[O:38])[OH:39].[Cl:40][CH:41]([Cl:42])[CH3:43].[F:9][C:10]([O:11][c:12]1[cH:13][c:14]([CH:15]=[O:16])[cH:17][cH:18][cH:19]1)([F:20])[F:21].[Na+:35]>>[Br:1][c:2]1[cH:3][c:4]([NH:5][CH2:15][c:14]2[cH:13][c:12]([O:11][C:10]([F:9])([F:20])[F:21])[cH:19][cH:18][cH:17]2)[cH:6][cH:7][cH:8]1.